Task: describe an organic reaction: reactants, conditions, products, and yield. Dataset: the Open Reaction Database (ORD), a public repository of structured organic reaction records Starting materials: N1C=CC2=CC(=CC=C12)CCN (1H-indole-5-ethanamine), CS(=O)(=O)Cl (methane sulphonylchloride), C([O-])(O)=O.[Na+] (sodium bicarbonate). The solvent is C(C)(=O)OCC (ethyl acetate). Conditions: time 20 minute. Yields the product N1C=CC2=CC(=CC=C12)CCNS(=O)(=O)C (N-[2-(1H-Indol-5-yl)ethyl]methanesulphonamide). Reaction SMILES: [NH:1]1[C:9]2[C:4](=[CH:5][C:6]([CH2:10][CH2:11][NH2:12])=[CH:7][CH:8]=2)[CH:3]=[CH:2]1.[CH3:13][S:14](Cl)(=[O:16])=[O:15].C(=O)(O)[O-].[Na+]>C(OCC)(=O)C>[NH:1]1[C:9]2[C:4](=[CH:5][C:6]([CH2:10][CH2:11][NH:12][S:14]([CH3:13])(=[O:16])=[O:15])=[CH:7][CH:8]=2)[CH:3]=[CH:2]1 |f:2.3|. Procedure: A mixture of 1H-indole-5-ethanamine (1.00 g), methane sulphonylchloride (0.69 ml), 8% sodium bicarbonate solution (100 ml) and ethyl acetate (100 ml) were stirred vigorously for 20 min. The organic phase was separated and the aqueous phase extracted with ethyl acetate (50 ml). The combined organic phases were dried and evaporated in vacuo to give the title compound as an oil (1.50 g). T.l.c. SiO2, EtOAc Rf 0.8 Starting materials: BrC=1C2=CC=CC=C2C=C2C=CC=CC12 (9-bromoanthracene), Cl (hydrochloric acid), C(CCC)[Li] (n-butyllithium), B(OC)(OC)OC (trimethyl borate). Solvent: C1CCOC1 (THF). Reaction conditions: temperature -80 celsius, time 2 hour. The product is C1=CC=CC2=CC3=CC=CC=C3C(=C12)B(O)O (9-anthrylboronic acid). Reaction SMILES: Br[C:2]1[C:3]2[C:8]([CH:9]=[C:10]3[C:15]=1[CH:14]=[CH:13][CH:12]=[CH:11]3)=[CH:7][CH:6]=[CH:5][CH:4]=2.C([Li])CCC.[B:21](OC)([O:24]C)[O:22]C.Cl>C1COCC1>[CH:14]1[C:15]2[C:10](=[CH:9][C:8]3[C:3]([C:2]=2[B:21]([OH:24])[OH:22])=[CH:4][CH:5]=[CH:6][CH:7]=3)[CH:11]=[CH:12][CH:13]=1. Procedure: In a 500 mL three-neck flask, 7.7 g (30 mmol) of 9-bromoanthracene was placed, and the air in the flask was replaced with nitrogen. Then, 200 mL of THF was added into the flask and the solution was cooled to −80° C. under nitrogen stream. After cooling, 18 mL (30 mmol) of 1.6 M n-butyllithium was dripped into the solution and stirred at the same temperature for 2 hours. After a certain period, 6.8 mL (60 mmol) of trimethyl borate was added into the solution, the temperature of the solution was r... Reactants: CN1C(CC[C@@]2(C3=C(CC[C@@H]12)C=C(C=C3)C3=CC(=CC=C3)N)C)=O ((+)-(4aR)-(10bR)-4-methyl-8-(3-aminophenyl)-10b-methyl 1,2,3,4,4a,-5,6,10b octahydrobenzo[f]quinolin-3-one), N,N-dimethylaminopyridine, N1=CC=CC=C1 (pyridine), ClCCl (dichloromethane), C(C(C)(C)C)(=O)Cl (pivaloyl chloride). Reported procedure: A 15 mL round bottom flask was charged with (+)-(4aR)-(10bR)-4-methyl-8-(3-aminophenyl)-10b-methyl 1,2,3,4,4a,-5,6,10b octahydrobenzo[f]quinolin-3-one (31 mg, 0.097 mmol), N,N-dimethylaminopyridine (3 mg, 0.024 mmol), 1 mL of pyridine and 0.5 mL of dichloromethane. The solution was cooled to 0°, and excess pivaloyl chloride (0.086 mL, 0.69 mmol) was added. The stirred mixture was allowed to warm to room temperature over 2 h. The mixture was diluted with chloroform, and washed with 5% aqueous hyd... Product: CN1C(CC[C@@H]2C3=C(CC[C@@H]12)C=C(C=C3C)C3=CC(=CC=C3)NC(C(C)(C)C)=O)=O ((+)-(4aR)-(10bR)-4-methyl-8-(3-[pivaloylamino]phenyl)-10methyl-1,2,3,4,4a,5,6,10b-octahydrobenzo[f]quinolin-3-one). Isolated yield 64.0%. RXN SMILES: [CH3:1][N:2]1[C@H:11]2[C@@:6](C)([C:7]3[CH:15]=[CH:14][C:13]([C:16]4[CH:21]=[CH:20][CH:19]=[C:18]([NH2:22])[CH:17]=4)=[CH:12][C:8]=3[CH2:9][CH2:10]2)[CH2:5][CH2:4][C:3]1=[O:24].N1C=CC=C[CH:26]=1.ClCCl.[C:34](Cl)(=[O:39])[C:35]([CH3:38])([CH3:37])[CH3:36]>C(Cl)(Cl)Cl>[CH3:1][N:2]1[C@H:11]2[C@@H:6]([C:7]3[C:15]([CH3:26])=[CH:14][C:13]([C:16]4[CH:21]=[CH:20][CH:19]=[C:18]([NH:22][C:34](=[O:39])[C:35]([CH3:38])([CH3:37])[CH3:36])[CH:17]=4)=[CH:12][C:8]=3[CH2:9][CH2:10]2)[CH2:5][CH2:4][C:3]1=[O:24]. The solvent is C(Cl)(Cl)Cl (chloroform). Reactants: C1CO1 (ethylene oxide), C1C(C)O1 (propylene oxide), alcohol, C(O)C(C)(CO)CO (trimethylolethane), OCC(O)CO (glycerin). Yields the product OCC(CO)(CO)CO (pentaerythritol), OCC(CO)(COCC(CO)(CO)CO)CO (dipentaerythritol), urethane acrylates. As a reaction SMILES: [CH2:1]1[O:3][CH2:2]1.C1[O:7][CH:5]1C.[CH2:8]([C:10]([CH2:14][OH:15])([CH2:12][OH:13])[CH3:11])[OH:9].[OH:16][CH2:17][CH:18]([CH2:20][OH:21])O>>[OH:9][CH2:8][C:10]([CH2:11][OH:3])([CH2:14][OH:15])[CH2:12][OH:13].[OH:15][CH2:14][C:10]([CH2:8][OH:9])([CH2:1][O:3][CH2:2][C:18]([CH2:17][OH:16])([CH2:20][OH:21])[CH2:5][OH:7])[CH2:12][OH:13]. Procedure details: Examples of the compounds which have at least one addition polymerizable ethylenically unsaturated group and have a boiling point of 100° C. or higher under the atmospheric pressure include monofunctional acrylates or methacrylates such as polyethylene glycol mono(meth)acrylate, polypropylene glycol mono(meth)acrylate, and phenoxyethyl(meth)acrylate; and polyfunctional acrylates or methacrylates such as polyethylene glycol di(meth)acrylate, trimethylolethane tri(meth)acrylate, neopentyl glycol d... Starting materials: O=C(O)C1CC=CCC1, [Cl-], Nc1ccc(C(=O)O)cc1. Product: O=C(O)c1ccc(NC(=O)C2CC=CCC2)cc1. As a reaction SMILES: [CH:12]1([C:18](=[O:19])[OH:20])[CH2:13][CH:14]=[CH:15][CH2:16][CH2:17]1.[Cl-:11].[NH2:1][c:2]1[cH:3][cH:4][c:5]([C:6](=[O:7])[OH:8])[cH:9][cH:10]1>>[NH:1]([c:2]1[cH:3][cH:4][c:5]([C:6](=[O:7])[OH:8])[cH:9][cH:10]1)[C:18]([CH:12]1[CH2:13][CH:14]=[CH:15][CH2:16][CH2:17]1)=[O:19]. Reactants: OC=1C=C2C=CC(=CC2=CC1)C=1NC2=CC=CC=C2C1CCCCC (2-(6-hydroxy-2-naphthyl)-3-pentyl-1H-indole), CC(=O)[O-].[K+] (KOAc), BrBr (Br2). The solvent is CC(=O)O (HOAc), CC(=O)O (HOAc), O (H2O). Conditions: time 10 minute. Yields the product BrC1=C2C=CC(=CC2=CC=C1O)C=1NC2=CC=CC=C2C1CCCCC (2-(5-Bromo-6-hydroxy-2-naphthyl)-3-pentyl-1H-indole). Isolated yield 49.7%. As a reaction SMILES: [OH:1][C:2]1[CH:3]=[C:4]2[C:9](=[CH:10][CH:11]=1)[CH:8]=[C:7]([C:12]1[NH:13][C:14]3[C:19]([C:20]=1[CH2:21][CH2:22][CH2:23][CH2:24][CH3:25])=[CH:18][CH:17]=[CH:16][CH:15]=3)[CH:6]=[CH:5]2.CC([O-])=O.[K+].[Br:31]Br>CC(O)=O.O>[Br:31][C:3]1[C:2]([OH:1])=[CH:11][CH:10]=[C:9]2[C:4]=1[CH:5]=[CH:6][C:7]([C:12]1[NH:13][C:14]3[C:19]([C:20]=1[CH2:21][CH2:22][CH2:23][CH2:24][CH3:25])=[CH:18][CH:17]=[CH:16][CH:15]=3)=[CH:8]2 |f:1.2|. Reported procedure: To a stirred solution of 2-(6-hydroxy-2-naphthyl)-3-pentyl-1H-indole (1.27 g, 3.85 mmol) in HOAc (25 mL) at 0° C. was added KOAc (0.453 g, 4.62 mmol). The reaction was stirred at this temperature for 10 min., and then a solution of Br2 (0.218 mL, 4.24 mmol) in HOAc (5 mL) was added dropwise to it over a period of ˜10 min. The reaction mixture was allowed to warm to rt and stirred for 4 h. The reaction mixture was then diluted with H2O (50 mL) and extracted with EtOAc (200 mL). The organic layer ... Starting materials: COC(=Cc1ccc(OCCc2nc(-c3ccccc3)oc2C)c2ccsc12)C(=O)O, ClCCl, [H][H], CC(N)c1ccccc1. Product: COC(Cc1ccc(OCCc2nc(-c3ccccc3)oc2C)c2ccsc12)C(=O)O. Reaction SMILES: [CH3:1][O:2][C:3]([C:4](=[O:5])[OH:6])=[CH:7][c:8]1[cH:9][cH:10][c:11]([O:17][CH2:18][CH2:19][c:20]2[n:21][c:22](-[c:26]3[cH:27][cH:28][cH:29][cH:30][cH:31]3)[o:23][c:24]2[CH3:25])[c:12]2[c:13]1[s:14][cH:15][cH:16]2.[Cl:43][CH2:44][Cl:45].[H:41][H:42].[c:32]1([CH:33]([NH2:34])[CH3:35])[cH:36][cH:37][cH:38][cH:39][cH:40]1>>[CH3:1][O:2][CH:3]([C:4](=[O:5])[OH:6])[CH2:7][c:8]1[cH:9][cH:10][c:11]([O:17][CH2:18][CH2:19][c:20]2[n:21][c:22](-[c:26]3[cH:27][cH:28][cH:29][cH:30][cH:31]3)[o:23][c:24]2[CH3:25])[c:12]2[c:13]1[s:14][cH:15][cH:16]2. Starting materials: CCO, CC(=O)[O-], CN1C2CCCC1CC(=NO)C2, [NH4+]. Yields the product CN1C2CCCC1CC(N)C2. RXN SMILES: [CH3:13][CH2:14][OH:15].[CH3:17][C:18](=[O:19])[O-:20].[CH3:1][N:2]1[CH:3]2[CH2:4][C:5](=[N:11][OH:12])[CH2:6][CH:7]1[CH2:8][CH2:9][CH2:10]2.[NH4+:16]>>[CH3:1][N:2]1[CH:3]2[CH2:4][CH:5]([NH2:11])[CH2:6][CH:7]1[CH2:8][CH2:9][CH2:10]2. The reactants are FC(COC1=C(C=CC=C1)N1CCNCC1)(F)F (1-[2-(2,2,2-trifluoroethoxy)phenyl]piperazine), CS(=O)(=O)OCC1(CC1)CN1C(N(C=C(C1=O)C)CC1=CC=CC=C1)=O (1-(1-benzyl-5-methyl-2,4-dioxo-(1H,3H)-pyrimidin-3-ylmethyl)cycloprop-1-ylmethyl methanesulfonate). Product: C(C1=CC=CC=C1)N1C(N(C(C(=C1)C)=O)CC1(CC1)CN1CCN(CC1)C1=C(C=CC=C1)OCC(F)(F)F)=O (1-benzyl-3-(1-{4-[2-(2,2,2-trifluoroethoxy)phenyl]piperazin-1-ylmethyl}cycloprop-1-ylmethyl)-5-methyl-2,4(1H,3H)-pyrimidinedione). Reaction SMILES: [F:1][C:2]([F:18])([F:17])[CH2:3][O:4][C:5]1[CH:10]=[CH:9][CH:8]=[CH:7][C:6]=1[N:11]1[CH2:16][CH2:15][NH:14][CH2:13][CH2:12]1.CS(O[CH2:24][C:25]1([CH2:28][N:29]2[C:34](=[O:35])[C:33]([CH3:36])=[CH:32][N:31]([CH2:37][C:38]3[CH:43]=[CH:42][CH:41]=[CH:40][CH:39]=3)[C:30]2=[O:44])[CH2:27][CH2:26]1)(=O)=O>>[CH2:37]([N:31]1[CH:32]=[C:33]([CH3:36])[C:34](=[O:35])[N:29]([CH2:28][C:25]2([CH2:24][N:14]3[CH2:15][CH2:16][N:11]([C:6]4[CH:7]=[CH:8][CH:9]=[CH:10][C:5]=4[O:4][CH2:3][C:2]([F:1])([F:17])[F:18])[CH2:12][CH2:13]3)[CH2:27][CH2:26]2)[C:30]1=[O:44])[C:38]1[CH:39]=[CH:40][CH:41]=[CH:42][CH:43]=1. Procedure details: substituting 1-[2-(2,2,2-trifluoroethoxy)phenyl]piperazine and 1-(1-benzyl-5-methyl-2,4-dioxo-(1H,3H)-pyrimidin-3-ylmethyl)cycloprop-1-ylmethyl methanesulfonate gave 1-benzyl-3-(1-{4-[2-(2,2,2-trifluoroethoxy)phenyl]piperazin-1-ylmethyl}cycloprop-1-ylmethyl)-5-methyl-2,4(1H,3H)-pyrimidinedione as an oil; Starting materials: [Br-].NC1=C(C=C(N1)C1=[N+](C=CC=C1)CC1=CC=CC=C1)C(=O)OCC (2-(5-amino-4-ethoxycarbonyl-1H-pyrrol-2-yl)-N-benzyl-pyridinium bromide), CN(C)C=O (DMF), C(=O)O (formic acid). Run in C(=O)N (formamide). Yields the product N1=C(C=CC=C1)C1=CC2=C(N=CN=C2O)N1 (6-(Pyrid-2-yl)-7H-pyrrolo[2,3-d]pyrimidin-4-ol). As a reaction SMILES: [Br-].[NH2:2][C:3]1[NH:7][C:6]([C:8]2[CH:13]=[CH:12][CH:11]=[CH:10][N+:9]=2CC2C=CC=CC=2)=[CH:5][C:4]=1[C:21]([O:23]CC)=O.[CH3:26][N:27](C=O)C.C(O)=O>C(N)=O>[N:9]1[CH:10]=[CH:11][CH:12]=[CH:13][C:8]=1[C:6]1[NH:7][C:3]2[N:2]=[CH:26][N:27]=[C:21]([OH:23])[C:4]=2[CH:5]=1 |f:0.1|. Reported procedure: Under a protective gas, 27.07 g of 2-(5-amino-4-ethoxycarbonyl-1H-pyrrol-2-yl)-N-benzyl-pyridinium bromide in 195 ml of formamide are heated for 16 hours at 150° C. with 97.6 ml of DMF (dried over 4A molecular sieve) and 48.8 ml of formic acid. When the dark-brown reaction mixture is cooled in an ice-bath, the title compound crystallizes and can be filtered off and washed with isopropanol and diethyl ether; 1H-NMR (300 MHz, DMSO-d6): 12.5 and 11.9 (2s, 2H), 8.60 (d, J=7, 1H), 8.05-7.8 (m, 3H), 7...